Task: describe an organic reaction: reactants, conditions, products, and yield. Dataset: the Open Reaction Database (ORD), a public repository of structured organic reaction records Reactants: C(=C)N1C2=CC=CC=C2C=2C=CC=CC12.C(=C)O (N-vinyl carbazole Vinyl alcohol), ( II ), [N+](=O)([O-])C=1C=C(C(=O)Cl)C=C(C1)[N+](=O)[O-] (3,5-Dinitrobenzoyl chloride). The solvent is N1=CC=CC=C1 (pyridine), C1=CC=CC=C1 (benzene), N1=CC=CC=C1 (pyridine). Reaction conditions: time 4 hour. Yields the product C(=C)N1C2=CC=CC=C2C=2C=CC=CC12.[N+](=O)([O-])C=1C=C(C(=O)OC=C)C=C(C1)[N+](=O)[O-] (N-Vinyl Carbazole Vinyl 3,5-Dinitrobenzoate). RXN SMILES: [CH:1]([N:3]1[C:15]2[CH:14]=[CH:13][CH:12]=[CH:11][C:10]=2[C:9]2[C:4]1=[CH:5][CH:6]=[CH:7][CH:8]=2)=[CH2:2].[CH:16]([OH:18])=[CH2:17].[N+:19]([C:22]1[CH:23]=[C:24]([CH:28]=[C:29]([N+:31]([O-:33])=[O:32])[CH:30]=1)[C:25](Cl)=[O:26])([O-:21])=[O:20]>N1C=CC=CC=1.C1C=CC=CC=1>[CH:1]([N:3]1[C:15]2[CH:14]=[CH:13][CH:12]=[CH:11][C:10]=2[C:9]2[C:4]1=[CH:5][CH:6]=[CH:7][CH:8]=2)=[CH2:2].[N+:19]([C:22]1[CH:23]=[C:24]([CH:28]=[C:29]([N+:31]([O-:33])=[O:32])[CH:30]=1)[C:25]([O:18][CH:16]=[CH2:17])=[O:26])([O-:21])=[O:20] |f:0.1,5.6|. Procedure details: Copoly(N-vinyl carbazole-Vinyl alcohol) (II) (2.0 g) was dissolved in 50 ml of anhydrous pyridine. 3,5-Dinitrobenzoyl chloride (3.88 g) in 15 ml of anhydrous benzene was added with stirring to the pyridine solution. The resulting orange solution was stirred at room temperature for 4 hours. The small amount of solid remaining in the reaction mixture was collected on a filter and the filtrate was poured into 400 ml of methanol. The isolated polymer was purified by two precipitations from tetrahydr... Isolated yield 84.1%. Procedure details: A mixture of 2,5-dibromopyrazine (2.42 g, 10.2 mmol), 2-chloro-4-hydroxy pyridine (1.2 g, 9.3 mmol) and Cs2CO3 (3.02 g, 9.26 mmol) in DMF (15 mL) was heated at 70° C. for 16 h with stirring. The mixture was poured into water (150 mL) and stirred for 15 min. The resultant precipitate was collected by filtration, washed with water (4×4 mL) and dried in vacuo to provide 2-bromo-5-((2-chloropyridin-4-yl)oxy)pyrazine (2.24 g, 84%) as an off-white solid. MS (ESI) m/z: 285.9/287.9 (M+H+). Reaction SMILES: Br[C:2]1[CH:7]=[N:6][C:5]([Br:8])=[CH:4][N:3]=1.[Cl:9][C:10]1[CH:15]=[C:14]([OH:16])[CH:13]=[CH:12][N:11]=1.C([O-])([O-])=O.[Cs+].[Cs+].O>CN(C=O)C>[Br:8][C:5]1[CH:4]=[N:3][C:2]([O:16][C:14]2[CH:13]=[CH:12][N:11]=[C:10]([Cl:9])[CH:15]=2)=[CH:7][N:6]=1 |f:2.3.4|. Run at temperature 70 celsius. Run in CN(C)C=O (DMF). The product is BrC1=NC=C(N=C1)OC1=CC(=NC=C1)Cl (2-bromo-5-((2-chloropyridin-4-yl)oxy)pyrazine). Starting materials: O (water), BrC1=NC=C(N=C1)Br (2,5-dibromopyrazine), ClC1=NC=CC(=C1)O (2-chloro-4-hydroxy pyridine), C(=O)([O-])[O-].[Cs+].[Cs+] (Cs2CO3). Reactants: C(C)(C)(C)OC(=O)N1CCC(CC1)C(=O)C1=NC2=C(N1CCOCC=1OC=CC1)C=CC=C2 (1-(t-butoxycarbonyl)-4-(1-(2-fur-2-ylmethoxy-ethyl)-1 H-benzoimidazole-2-carbonyl)-piperidine), Cl (hydrochloric acid). The solvent is O1CCOCC1 (dioxane), O1CCOCC1 (dioxane). Run at time 30 minute. Yields the product O1C(=CC=C1)COCCN1C(=NC2=C1C=CC=C2)C(=O)C2CCNCC2 (4-(1-(2-fur-2-ylmethoxy-ethyl)-1 H-benzoimidazole-2-carbonyl)-piperidine). As a reaction SMILES: C(OC([N:8]1[CH2:13][CH2:12][CH:11]([C:14]([C:16]2[N:20]([CH2:21][CH2:22][O:23][CH2:24][C:25]3[O:26][CH:27]=[CH:28][CH:29]=3)[C:19]3[CH:30]=[CH:31][CH:32]=[CH:33][C:18]=3[N:17]=2)=[O:15])[CH2:10][CH2:9]1)=O)(C)(C)C.Cl>O1CCOCC1>[O:26]1[CH:27]=[CH:28][CH:29]=[C:25]1[CH2:24][O:23][CH2:22][CH2:21][N:20]1[C:19]2[CH:30]=[CH:31][CH:32]=[CH:33][C:18]=2[N:17]=[C:16]1[C:14]([CH:11]1[CH2:10][CH2:9][NH:8][CH2:13][CH2:12]1)=[O:15]. Procedure details: Combine 1-(t-butoxycarbonyl)-4-(1-(2-fur-2-ylmethoxy-ethyl)-1 H-benzoimidazole-2-carbonyl)-piperidine (0.43 g, 0.94 mmol) and dioxane (3 mL). Add a solution of hydrochloric acid in dioxane (4.0 mL, 4 M, 16 mmol). After 30 minutes, partition the residue between ethyl acetate and saturated aqueous sodium bicarbonate solution. Separate the organic layer and extract with saturated aqueous sodium chloride solution. Dry the organic layer over Na2SO4, filter, and evaporate in vacuo to give the title co...